From a dataset of the Open Reaction Database (ORD), a public repository of structured organic reaction records. describe an organic reaction: reactants, conditions, products, and yield The reactants are C1N[C@H](CC2=CC=CC=C12)C(=O)O (1,2,3,4-tetrahydroisoquinoline-3-(R)-carboxylic acid), [N+](=O)([O-])C1=CC=C(C=C1)C1=CC=C(C=C1)S(=O)(=O)Cl (4′-nitrobiphenyl-4-sulfonyl chloride). Run in [OH-].[Na+] (sodium hydroxide), [OH-].[Na+] (NaOH), O1CCCC1 (tetrahydrofuran). Product: [N+](=O)([O-])C1=CC=C(C=C1)C1=CC=C(C=C1)S(=O)(=O)N1CC2=CC=CC=C2C[C@@H]1C(=O)O (2-(4′-Nitrobiphenyl-4-sulfonyl)-1,2,3,4-tetrahydro-isoquinoline-3-(R)-carboxylic Acid). Reaction SMILES: [CH2:1]1[C:10]2[C:5](=[CH:6][CH:7]=[CH:8][CH:9]=2)[CH2:4][C@H:3]([C:11]([OH:13])=[O:12])[NH:2]1.[N+:14]([C:17]1[CH:22]=[CH:21][C:20]([C:23]2[CH:28]=[CH:27][C:26]([S:29](Cl)(=[O:31])=[O:30])=[CH:25][CH:24]=2)=[CH:19][CH:18]=1)([O-:16])=[O:15]>[OH-].[Na+].O1CCCC1>[N+:14]([C:17]1[CH:18]=[CH:19][C:20]([C:23]2[CH:28]=[CH:27][C:26]([S:29]([N:2]3[C@@H:3]([C:11]([OH:13])=[O:12])[CH2:4][C:5]4[C:10](=[CH:9][CH:8]=[CH:7][CH:6]=4)[CH2:1]3)(=[O:31])=[O:30])=[CH:25][CH:24]=2)=[CH:21][CH:22]=1)([O-:16])=[O:15] |f:2.3|. Procedure: 44.2 g (250 mmol) of 1,2,3,4-tetrahydroisoquinoline-3-(R)-carboxylic acid were dissolved in 500 ml of 1N aqueous sodium hydroxide solution and, while stirring, 150 g (300 mmol) of 4′-nitrobiphenyl-4-sulfonyl chloride dissolved in 500 ml of tetrahydrofuran were added. During this, the reaction temperature was kept below 25° C., and the pH of the solution was adjusted to pH 10 by adding 1N NaOH. The reaction mixture was stirred at room temperature for 12 hours (h). The reactants are C[Si](C)(C)C#CC1=C(C=CC=C1)CC(=O)OC (Methyl 2-(2-((trimethylsilyl)ethynyl)phenyl)acetate), C(C(=O)Cl)(=O)Cl (oxalyl chloride), CN(C)C=O (DMF), [Pb](SC#N)SC#N (lead thiocyanate). The solvent is ClCCl (dichloromethane). Reaction conditions: time 1 hour. Yields the product C(#C)C1=C(C=CC=C1)CC(=O)N=C=S (2-(2-Ethynylphenyl)acetyl isothiocyanate). As a reaction SMILES: C[Si]([C:5]#[C:6][C:7]1[CH:12]=[CH:11][CH:10]=[CH:9][C:8]=1[CH2:13][C:14]([O:16]C)=O)(C)C.C(Cl)(=O)C(Cl)=O.CN(C=O)C.[Pb](SC#N)[S:30][C:31]#[N:32]>ClCCl>[C:6]([C:7]1[CH:12]=[CH:11][CH:10]=[CH:9][C:8]=1[CH2:13][C:14]([N:32]=[C:31]=[S:30])=[O:16])#[CH:5]. Reported procedure: To acid 319 (0.34 g, 2.1 mmol) in dry dichloromethane (25 mL) was added oxalyl chloride (0.39 mL, 0.57 g, 4.5 mmol) and dry DMF (0.05 mL). The mixture was stirred for 1 h, then concentrated under reduced pressure. The residue was re-dissolved in toluene (40 mL) and lead thiocyanate (0.75 g, 2.3 mmol) was added. The resulting suspension was heated to reflux with vigorous stirring for 3 h, then cooled, filtered through celite, and concentrated to afford crude 317 which was used without further pur... The reactants are C(CCC)C=1N(C(=CN1)\C=C\1/N(C(N(C1=O)CCCC)=O)CC=1SC=CC1)CC1=CC=C(C(=O)OC)C=C1 (methyl Z-4-[[2-butyl-5-[[1-butyl-2,5-dioxo-3-(2-thienylmethyl)-4-imidazolidinylidene]methyl]-1H-imidazol-1-yl]methyl]benzoate), C(=O)([O-])[O-].[K+].[K+] (K2CO3), Cl (HCl), ICCCC (1-iodobutane). Run in CN(C)C=O (DMF), CCOCC (ether), CCOCC (ether). Conditions: time 2 hour. Product: Cl.C(CCC)C=1N(C(=CN1)\C=C\1/N(C(N(C1=O)CCCC)=O)CC=1SC=CC1)CC1=CC=C(C(=O)OC)C=C1 (Methyl Z-4-[[2-butyl-5-[[1-butyl-2,5-dioxo-3-(2-thienylmethyl)-4-imidazolidinylidene]methyl]-1H-imidazol-1-yl]methyl]benzoate monohydrochloride). As a reaction SMILES: [CH2:1]([C:5]1[N:6]([CH2:28][C:29]2[CH:38]=[CH:37][C:32]([C:33]([O:35][CH3:36])=[O:34])=[CH:31][CH:30]=2)[C:7](/[CH:10]=[C:11]2\[N:12]([CH2:22][C:23]3[S:24][CH:25]=[CH:26][CH:27]=3)[C:13](=[O:21])[N:14]([CH2:17][CH2:18][CH2:19][CH3:20])[C:15]\2=[O:16])=[CH:8][N:9]=1)[CH2:2][CH2:3][CH3:4].C([O-])([O-])=O.[K+].[K+].ICCCC.[ClH:50]>CN(C=O)C.CCOCC>[ClH:50].[CH2:1]([C:5]1[N:6]([CH2:28][C:29]2[CH:38]=[CH:37][C:32]([C:33]([O:35][CH3:36])=[O:34])=[CH:31][CH:30]=2)[C:7](/[CH:10]=[C:11]2\[N:12]([CH2:22][C:23]3[S:24][CH:25]=[CH:26][CH:27]=3)[C:13](=[O:21])[N:14]([CH2:17][CH2:18][CH2:19][CH3:20])[C:15]\2=[O:16])=[CH:8][N:9]=1)[CH2:2][CH2:3][CH3:4] |f:1.2.3,8.9|. Reported procedure: To a solution of methyl Z-4-[[2-butyl-5-[[1-butyl-2,5-dioxo-3-(2-thienylmethyl)-4-imidazolidinylidene]methyl]-1H-imidazol-1-yl]methyl]benzoate (0.70 g, 1.46 mmol) in warm DMF (10 mL) is added K2CO3 (2.0 g, 15 mmol). After stirring for 5 minutes 1-iodobutane (0.312 g, 1.7 mmol) is added. The mixture is stirred for 2 hours. The mixture is filtered and the filtrate is concentrated in vacuo and treated with water (20 mL) to afford a gum upon decantation. This gum is dissolved in ether and washed wit...